This data is from the Open Reaction Database (ORD), a public repository of structured organic reaction records. The task is: describe an organic reaction: reactants, conditions, products, and yield The reactants are COc1ccc(CN2CC(=O)Nc3ncc(Br)cc3C2)cc1, CCC#N, C=CC(=O)N(C)Cc1cccc(C(C)C)c1OCC, CCN(C(C)C)C(C)C, CC(=O)[O-], CC(=O)[O-], CN(C)C=O, O, [Pd+2]. The product is CCOc1c(CN(C)C(=O)C=Cc2cnc3c(c2)CN(Cc2ccc(OC)cc2)CC(=O)N3)cccc1C(C)C. Reaction SMILES: [Br:29][c:30]1[cH:31][c:32]2[c:33]([n:49][cH:50]1)[NH:34][C:35](=[O:48])[CH2:36][N:37]([CH2:39][c:40]1[cH:41][cH:42][c:43]([O:46][CH3:47])[cH:44][cH:45]1)[CH2:38]2.[C:51](#[N:52])[CH2:53][CH3:54].[CH2:1]([CH3:2])[O:3][c:4]1[c:5]([CH2:6][N:7]([C:8]([CH:9]=[CH2:10])=[O:11])[CH3:12])[cH:13][cH:14][cH:15][c:16]1[CH:17]([CH3:18])[CH3:19].[CH:20]([N:21]([CH:22]([CH3:23])[CH3:24])[CH2:25][CH3:26])([CH3:27])[CH3:28].[O-:62][C:63]([CH3:64])=[O:65].[O-:66][C:67]([CH3:68])=[O:69].[O:55]=[CH:56][N:57]([CH3:58])[CH3:59].[OH2:60].[Pd+2:61]>>[CH2:1]([CH3:2])[O:3][c:4]1[c:5]([CH2:6][N:7]([C:8]([CH:9]=[CH:10][c:30]2[cH:31][c:32]3[c:33]([n:49][cH:50]2)[NH:34][C:35](=[O:48])[CH2:36][N:37]([CH2:39][c:40]2[cH:41][cH:42][c:43]([O:46][CH3:47])[cH:44][cH:45]2)[CH2:38]3)=[O:11])[CH3:12])[cH:13][cH:14][cH:15][c:16]1[CH:17]([CH3:18])[CH3:19]. Starting materials: [NH4+].[Cl-] (NH4Cl), Cl (HCl), BrCCCCCCCCC (1-bromononane), COC=1C=C(C=O)C=CC1 (3-methoxy benzaldehyde), Mg. The solvent is C(C)OCC (diethyl ether). Conditions: time 45 minute. The product is COC1=CC(=CC=C1)C=CCCCCCCC (1-Methoxy-3-non-1-enyl benzene). The yield is 63.7%. RXN SMILES: Br[CH2:2][CH2:3][CH2:4][CH2:5][CH2:6][CH2:7][CH2:8][CH2:9]C.[CH3:11][O:12][C:13]1[CH:14]=[C:15]([CH:18]=[CH:19][CH:20]=1)[CH:16]=O.[NH4+].[Cl-].Cl>C(OCC)C>[CH3:11][O:12][C:13]1[CH:20]=[CH:19][CH:18]=[C:15]([CH:16]=[CH:2][CH2:3][CH2:4][CH2:5][CH2:6][CH2:7][CH2:8][CH3:9])[CH:14]=1 |f:2.3|. Procedure: To dry diethyl ether (50 mL) containing Mg turnings (1.22 g; 50 mmol) under N2 was added 1-bromononane (8.6 mL; 50 mmol) at a rate sufficient to maintain slow reflux. The reaction mixture was stirred for 45 minutes after the end of addition, cooled on an ice/water bath and 3-methoxy benzaldehyde (6.1 mL; 50 mmol) was then added drop wise. The reaction mixture was allowed to warm to room temperature overnight, added saturated aqueous NH4Cl (50 mL) and then 4 M HCl (aq.; 10 mL). The organic phase ... Reactants: ClCCOC1=NNC2=NC=NC(=C21)NC2=CC(=C(C=C2)OC=2C=NC(=CC2)C)Cl (3-(2-chloroethoxy)-N-{3-chloro-4-[(6-methylpyridin-3-yl)oxy]phenyl}-1H-pyrazolo[3,4-d]pyrimidin-4-amine), OC1CCNCC1 (4-hydroxypiperidine). Product: ClC=1C=C(C=CC1OC=1C=NC(=CC1)C)NC1=C2C(=NC=N1)NN=C2OCCN2CCC(CC2)O (1-(2-{[4-({3-chloro-4-[(6-methylpyridin-3-yl)oxy]phenyl}amino)-1H-pyrazolo[3,4-d]pyrimidin-3-yl]oxy}ethyl)piperidin-4-ol). Yield: 36.0%. As a reaction SMILES: Cl[CH2:2][CH2:3][O:4][C:5]1[C:13]2[C:8](=[N:9][CH:10]=[N:11][C:12]=2[NH:14][C:15]2[CH:20]=[CH:19][C:18]([O:21][C:22]3[CH:23]=[N:24][C:25]([CH3:28])=[CH:26][CH:27]=3)=[C:17]([Cl:29])[CH:16]=2)[NH:7][N:6]=1.[OH:30][CH:31]1[CH2:36][CH2:35][NH:34][CH2:33][CH2:32]1>>[Cl:29][C:17]1[CH:16]=[C:15]([NH:14][C:12]2[N:11]=[CH:10][N:9]=[C:8]3[NH:7][N:6]=[C:5]([O:4][CH2:3][CH2:2][N:34]4[CH2:35][CH2:36][CH:31]([OH:30])[CH2:32][CH2:33]4)[C:13]=23)[CH:20]=[CH:19][C:18]=1[O:21][C:22]1[CH:23]=[N:24][C:25]([CH3:28])=[CH:26][CH:27]=1. Procedure details: The procedure described in Example 23 was repeated using 3-(2-chloroethoxy)-N-{3-chloro-4-[(6-methylpyridin-3-yl)oxy]phenyl}-1H-pyrazolo[3,4-d]pyrimidin-4-amine and 4-hydroxypiperidine to give the title compound in 36% yield; NMR Spectrum: 1.32-1.38 (m, 2H), 1.67-1.69 (m, 2H), 2.16 (t, 2H), 2.45 (s, 3H), 2.79 (m, 4H), 3.40-3.44 (m, 1H), 4.43 (t, 2H), 4.52 (br s, 1H), 7.20 (d, 1H), 7.26 (br s, 2H), 7.71 (d, 1H), 8.12 (s, 1H), 8.21 (s, 1H), 8.35 (s, 1H), 8.61 (br s, 1H); Mass Spectrum: 496 (MH+). Starting materials: NC1=C(C#N)C=CC(=C1)Cl (2-amino-4-chlorobenzonitrile), C(C)(=O)OC(C)=O (acetic anhydride). Run in C(C)#N (acetonitrile). Yields the product C(C)(=O)NC1=C(C#N)C=CC(=C1)Cl (2-acetylamino-4-chlorobenzonitrile). As a reaction SMILES: [NH2:1][C:2]1[CH:9]=[C:8]([Cl:10])[CH:7]=[CH:6][C:3]=1[C:4]#[N:5].[C:11](OC(=O)C)(=[O:13])[CH3:12]>C(#N)C>[C:11]([NH:1][C:2]1[CH:9]=[C:8]([Cl:10])[CH:7]=[CH:6][C:3]=1[C:4]#[N:5])(=[O:13])[CH3:12]. Procedure details: To 100 ml of acetonitrile were added 30 g of 2-amino-4-chlorobenzonitrile obtained in Step (2) and then 30 ml of acetic anhydride, and the mixture was refluxed by heating. After the completion of the reaction, the solvent was distilled off, then to the residue was added 500 ml of water, and the crystals thus-deposited were collected by filtration, washed with water and dried. Yield: 29 g (75.6%). The reactants are CCOC(=O)C1(C(C)(C)C)CCCCC1, CS(C)=O. Product: CC(C)(C)C1(C(=O)O)CCCCC1. RXN SMILES: [C:1]([CH3:2])([CH3:3])([CH3:4])[C:5]1([C:11](=[O:12])[O:13][CH2:14][CH3:15])[CH2:6][CH2:7][CH2:8][CH2:9][CH2:10]1.[CH3:16][S:17]([CH3:18])=[O:19]>>[C:1]([CH3:2])([CH3:3])([CH3:4])[C:5]1([C:11](=[O:12])[OH:13])[CH2:6][CH2:7][CH2:8][CH2:9][CH2:10]1. The reactants are OC=1C=C2C(C(=O)N(C2=O)CC(C)C)=CC1 (4-hydroxy-N-isobutylphthalimide), BrC(C)C (2-bromopropane), C([O-])([O-])=O.[K+].[K+] (potassium carbonate). Solvent: CN(C=O)C (dimethylformamide). Run at temperature 60 celsius, time 17 hour. Product: C(C(C)C)N1C(C=2C(C1=O)=CC(=CC2)OC(C)C)=O (N-isobutyl-4-isopropyloxyphthalimide). As a reaction SMILES: [OH:1][C:2]1[CH:3]=[C:4]2[C:9](=[O:10])[N:8]([CH2:11][CH:12]([CH3:14])[CH3:13])[C:6](=[O:7])[C:5]2=[CH:15][CH:16]=1.Br[CH:18]([CH3:20])[CH3:19].C(=O)([O-])[O-].[K+].[K+]>CN(C)C=O>[CH2:11]([N:8]1[C:9](=[O:10])[C:4]2=[CH:3][C:2]([O:1][CH:18]([CH3:20])[CH3:19])=[CH:16][CH:15]=[C:5]2[C:6]1=[O:7])[CH:12]([CH3:13])[CH3:14] |f:2.3.4|. Procedure: A mixture of 1 g of 4-hydroxy-N-isobutylphthalimide, 0.85 cm3 of 2-bromopropane and 1.38 g of potassium carbonate in 5 cm3 of dimethylformamide is stirred at a temperature in the region of 60° C. for 17 hours. The reaction mixture is then cooled to a temperature in the region of 20° C. and then concentrated to dryness under reduced pressure (2 kPa) at a temperature in the region of 40° C. The residue is taken up in 70 cm3 of water and then extracted 3 times with 75 cm3 of ethyl acetate. The orga... Reactants: O1CCC(CC1)C(=O)OC (Methyl tetrahydro-2H-pyran-4-carboxylate), [Li+].[OH-] (LiOH). The solvent is C(C)O (ethanol). Conditions: time 3 hour. Yields the product O1CCC(CC1)C(=O)O (Tetrahydropyran-4-ylcarboxylic acid). Yield: 94.6%. As a reaction SMILES: [O:1]1[CH2:6][CH2:5][CH:4]([C:7]([O:9]C)=[O:8])[CH2:3][CH2:2]1.[Li+].[OH-]>C(O)C>[O:1]1[CH2:6][CH2:5][CH:4]([C:7]([OH:9])=[O:8])[CH2:3][CH2:2]1 |f:1.2|. Reported procedure: Methyl tetrahydro-2H-pyran-4-carboxylate (270 g, 1.87 mol) was diluted in ethanol (2 L). A 1M aqueous LiOH solution (1870 ml, 1.87 mol) was added (slight exotherm) at RT and the reaction was stirred for 3 hrs. The reaction mixture was concentrated to ca. 1 L and acidified to pH 2 with 5M HCl solution. The aqueous solution was extracted with ethyl acetate (3×600 ml) and the organic layer was dried (MgSO4) and evaporated to dryness to give a white solid (230.3 g, 94%). Starting materials: OC1=CC=C(C=C1)C1=NC=C(C=N1)CCCCCCCCCC (2-(4-hydroxyphenyl)-5-n-decylpyrimidine), [H-].[Na+] (sodium hydride), ice water, C1(=CC=C(C=C1)S(=O)(=O)[O-])C (p-toluene-sulfonate), CC(CCCO)CCCC (4-methyloctanol). Solvent: CN(C=O)C (dimethylformamide), CN(C=O)C (dimethylformamide), C(C)OCC (diethyl ether). Reaction conditions: time 1 hour. Product: CC(CCCOC1=CC=C(C=C1)C1=NC=C(C=N1)CCCCCCCCCC)CCCC (2-(4-(4-methyloctoxy)phenyl)-5-n-decylpyrimidine). As a reaction SMILES: [H-].[Na+].[OH:3][C:4]1[CH:9]=[CH:8][C:7]([C:10]2[N:15]=[CH:14][C:13]([CH2:16][CH2:17][CH2:18][CH2:19][CH2:20][CH2:21][CH2:22][CH2:23][CH2:24][CH3:25])=[CH:12][N:11]=2)=[CH:6][CH:5]=1.C1(C)C=CC(S([O-])(=O)=O)=CC=1.[CH3:37][CH:38]([CH2:43][CH2:44][CH2:45][CH3:46])[CH2:39][CH2:40][CH2:41]O>CN(C)C=O.C(OCC)C>[CH3:37][CH:38]([CH2:43][CH2:44][CH2:45][CH3:46])[CH2:39][CH2:40][CH2:41][O:3][C:4]1[CH:5]=[CH:6][C:7]([C:10]2[N:11]=[CH:12][C:13]([CH2:16][CH2:17][CH2:18][CH2:19][CH2:20][CH2:21][CH2:22][CH2:23][CH2:24][CH3:25])=[CH:14][N:15]=2)=[CH:8][CH:9]=1 |f:0.1|. Procedure details: 0.38 g of 55% sodium hydride and 10 ml of dimethylformamide were weighed out and a solution of 2 g of 2-(4-hydroxyphenyl)-5-n-decylpyrimidine in 3 ml of dimethylformamide was added dropwise thereto under ice cooling. After the completion of the addition, the resulting mixture was stirred at room temperature for one hour. Then p-toluene-sulfonate of optically active 4-methyloctanol was added dropwise thereto and the resulting mixture was stirred at 90° C. for two hours. After cooling, the reactio... Reactants: NC(CCCC(=O)OC)C1=C(C=CC=C1OC)OC (methyl 5-amino-5-(2,6-dimethoxyphenyl)pentanoate), N1(N=CC=C1)C=1C=C(C=O)C=CN1 (2-(1H-pyrazol-1-yl)isonicotinaldehyde). Yields the product N1(N=CC=C1)C1=NC=CC(=C1)CN1C(CCCC1C1=C(C=CC=C1OC)OC)=O (1-((2-(1H-pyrazol-1-yl)pyridin-4-yl)methyl)-6-(2,6-dimethoxyphenyl)piperidin-2-one). As a reaction SMILES: [NH2:1][CH:2]([C:10]1[C:15]([O:16][CH3:17])=[CH:14][CH:13]=[CH:12][C:11]=1[O:18][CH3:19])[CH2:3][CH2:4][CH2:5][C:6]([O:8]C)=O.[N:20]1([C:25]2[CH:26]=[C:27]([CH:30]=[CH:31][N:32]=2)[CH:28]=O)[CH:24]=[CH:23][CH:22]=[N:21]1>>[N:20]1([C:25]2[CH:26]=[C:27]([CH2:28][N:1]3[CH:2]([C:10]4[C:15]([O:16][CH3:17])=[CH:14][CH:13]=[CH:12][C:11]=4[O:18][CH3:19])[CH2:3][CH2:4][CH2:5][C:6]3=[O:8])[CH:30]=[CH:31][N:32]=2)[CH:24]=[CH:23][CH:22]=[N:21]1. Procedure: Prepared according to the described general procedure 1 (GP1) by reaction of methyl 5-amino-5-(2,6-dimethoxyphenyl)pentanoate with 2-(1H-pyrazol-1-yl)isonicotinaldehyde. Subsequent purification by preparative HPLC afforded the target compound. LC-MS (conditions A): tR=0.78 min.; [M+H]+: 393.12 g/mol. The reactants are CCOCC, CC=O, [Cl-], [Mg], [NH4+], BrCCCc1ccccc1. Yields the product CC(O)CCCc1ccccc1. As a reaction SMILES: [CH3:17][CH2:18][O:19][CH2:20][CH3:21].[CH:12]([CH3:13])=[O:14].[Cl-:15].[Mg:11].[NH4+:16].[c:1]1([CH2:7][CH2:8][CH2:9][Br:10])[cH:2][cH:3][cH:4][cH:5][cH:6]1>>[c:1]1([CH2:7][CH2:8][CH2:9][CH:12]([CH3:13])[OH:14])[cH:2][cH:3][cH:4][cH:5][cH:6]1.